This data is from the Open Reaction Database (ORD), a public repository of structured organic reaction records. The task is: describe an organic reaction: reactants, conditions, products, and yield Reactants: FC1=C(C=CC(=C1)F)N1C=C(C(C=2C=C3C(=NC12)C(=C(C(=C3)F)F)F)=O)C(=O)OCC (ethyl 1-(2,4-difluorophenyl)-7,8,9-trifluoro-4-oxo-1,4-dihydrobenzo[b][1,8]naphthyridine-3-carboxylate), FC1=CC=C(C=C1)N1CCNCC1 (4-(4-fluorophenyl)piperazine), O (water). The solvent is CS(=O)C (dimethyl sulphoxide). Reaction conditions: temperature 100 celsius, time 1 hour. Product: FC1=CC=2C(=NC=3N(C=C(C(C3C2)=O)C(=O)OCC)C2=C(C=C(C=C2)F)F)C(=C1N1CCN(CC1)C1=CC=C(C=C1)F)F (ethyl 7,9-difluoro-1-(2,4-difluorophenyl)-8-[4-(4-fluorophenyl)piperazin-1-yl]-4-oxo-1,4-dihydrobenzo[b][1,8]naphthyridine-3-carboxylate). The yield is 82.8%. As a reaction SMILES: [F:1][C:2]1[CH:7]=[C:6]([F:8])[CH:5]=[CH:4][C:3]=1[N:9]1[C:18]2[N:17]=[C:16]3[C:19]([F:25])=[C:20](F)[C:21]([F:23])=[CH:22][C:15]3=[CH:14][C:13]=2[C:12](=[O:26])[C:11]([C:27]([O:29][CH2:30][CH3:31])=[O:28])=[CH:10]1.[F:32][C:33]1[CH:38]=[CH:37][C:36]([N:39]2[CH2:44][CH2:43][NH:42][CH2:41][CH2:40]2)=[CH:35][CH:34]=1.O>CS(C)=O>[F:23][C:21]1[C:20]([N:42]2[CH2:41][CH2:40][N:39]([C:36]3[CH:35]=[CH:34][C:33]([F:32])=[CH:38][CH:37]=3)[CH2:44][CH2:43]2)=[C:19]([F:25])[C:16]2=[N:17][C:18]3[N:9]([C:3]4[CH:4]=[CH:5][C:6]([F:8])=[CH:7][C:2]=4[F:1])[CH:10]=[C:11]([C:27]([O:29][CH2:30][CH3:31])=[O:28])[C:12](=[O:26])[C:13]=3[CH:14]=[C:15]2[CH:22]=1. Procedure: A suspension of 1.5 g of ethyl 1-(2,4-difluorophenyl)-7,8,9-trifluoro-4-oxo-1,4-dihydrobenzo[b][1,8]naphthyridine-3-carboxylate and 1.8 g of 4-(4-fluorophenyl)piperazine in 20 cm3 of dimethyl sulphoxide was heated, with stirring, at a temperature around 100° C. for approximately 1 hour. After cooling to approximately 20° C., the reaction mixture was poured into 100 cm3 of water and extracted 3 times with 50 cm3 of trichloromethane. The combined organic extracts were washed 1 time with 50 cm3 of ... Starting materials: N(=O)[O-].[Na+] (sodium nitrite), NC=1C=CC2=C(C(OC(O2)C(Cl)(Cl)Cl)C(Cl)(Cl)Cl)C1 (6-amino-2,4-bis(trichloromethyl)benzo[1,3]dioxin). Run in O (water), Cl (hydrochloric acid), O (water). Reaction conditions: time 1 hour. The product is [Cl-].ClC(C1OC2=C(C(O1)C(Cl)(Cl)Cl)C=C(C=C2)[N+]#N)(Cl)Cl (2,4-bis(trichloromethyl)benzo[1,3]dioxin-6-diazonium chloride). Reaction SMILES: [N:1]([O-])=O.[Na+].[NH2:5][C:6]1[CH:7]=[CH:8][C:9]2[O:14][CH:13]([C:15]([Cl:18])([Cl:17])[Cl:16])[O:12][CH:11]([C:19]([Cl:22])([Cl:21])[Cl:20])[C:10]=2[CH:23]=1>O.Cl>[Cl-:16].[Cl:18][C:15]([Cl:16])([Cl:17])[CH:13]1[O:12][CH:11]([C:19]([Cl:22])([Cl:21])[Cl:20])[C:10]2[CH:23]=[C:6]([N+:5]#[N:1])[CH:7]=[CH:8][C:9]=2[O:14]1 |f:0.1,5.6|. Procedure details: A solution of sodium nitrite (1.96 g.) in water (30 ml.) was added to a stirred suspension of 6-amino-2,4-bis(trichloromethyl)benzo[1,3]dioxin (10 g.) in a mixture of hydrochloric acid (40 ml.) and water (180 ml.), cooled to 0°-5° C. The suspension was stirred for 1 hour at 0°-5° C., the mixture was filtered, and the solid product was washed with water, dried and crystallised from water to give 2,4-bis(trichloromethyl)benzo[1,3]dioxin-6-diazonium chloride, m.p. 140°-142° C.